Dataset: the Open Reaction Database (ORD), a public repository of structured organic reaction records. Task: describe an organic reaction: reactants, conditions, products, and yield The reactants are CN(C)P(=O)(N(C)C)N(C)C, CCOCC, CC(C)(O)C(F)(F)F, [H-], N#Cc1ccc([N+](=O)[O-])cc1, [Na+]. The product is CC(C)(Oc1ccc(C#N)cc1)C(F)(F)F. As a reaction SMILES: [CH3:22][N:23]([CH3:24])[P:25]([N:26]([CH3:27])[CH3:28])([N:29]([CH3:30])[CH3:31])=[O:32].[CH3:33][CH2:34][O:35][CH2:36][CH3:37].[F:1][C:2]([C:3]([CH3:4])([CH3:5])[OH:6])([F:7])[F:8].[H-:9].[N+:11]([O-:12])(=[O:13])[c:14]1[cH:15][cH:16][c:17]([C:18]#[N:19])[cH:20][cH:21]1.[Na+:10]>>[F:1][C:2]([C:3]([CH3:4])([CH3:5])[O:6][c:14]1[cH:15][cH:16][c:17]([C:18]#[N:19])[cH:20][cH:21]1)([F:7])[F:8]. Starting materials: C1(\C=C/C(=O)O1)=O (maleic anhydride), FC(C(F)(F)OC(=O)C1C2C=CC(C1)C2)CC(F)(F)F (hexafluorobutyl-5-norbornene-2-carboxylate), FC1C(CC(C(=O)[O-])=C)(C(=CC=C1)F)C (2,6-difluoro-1-methylbenzylacrylate), CC(C)(C#N)N=NC(C)(C)C#N (AIBN). Solvent: O1CCCC1 (tetrahydrofuran). Yields the product C1(\C=C/C(=O)O1)=O.FC(C(F)(F)OC(=O)C1C2C=CC(C1)C2)CC(F)(F)F.FC1C(CC(C(=O)[O-])=C)(C(=CC=C1)F)C (maleic anhydride hexafluorobutyl-5-norbornene-2-carboxylate 2,6-difluoro-1-methylbenzylacrylate). RXN SMILES: [C:1]1(=[O:7])[O:6][C:4](=[O:5])[CH:3]=[CH:2]1.[F:8][CH:9]([CH2:23][C:24]([F:27])([F:26])[F:25])[C:10]([O:13][C:14]([CH:16]1[CH2:21][CH:20]2[CH2:22][CH:17]1[CH:18]=[CH:19]2)=[O:15])([F:12])[F:11].[F:28][CH:29]1[CH:40]=[CH:39][CH:38]=[C:37]([F:41])[C:30]1([CH3:42])[CH2:31][C:32](=[CH2:36])[C:33]([O-:35])=[O:34].CC(N=NC(C#N)(C)C)(C#N)C>O1CCCC1>[C:4]1(=[O:5])[O:6][C:1](=[O:7])[CH:2]=[CH:3]1.[F:8][CH:9]([CH2:23][C:24]([F:25])([F:26])[F:27])[C:10]([O:13][C:14]([CH:16]1[CH2:21][CH:20]2[CH2:22][CH:17]1[CH:18]=[CH:19]2)=[O:15])([F:12])[F:11].[F:41][CH:37]1[CH:38]=[CH:39][CH:40]=[C:29]([F:28])[C:30]1([CH3:42])[CH2:31][C:32](=[CH2:36])[C:33]([O-:35])=[O:34] |f:5.6.7|. Procedure details: To 20 mL of tetrahydrofuran was added 10 mmole of maleic anhydride, 10 mmole of hexafluorobutyl-5-norbornene-2-carboxylate, 80 mmole of 2,6-difluoro-1-methylbenzylacrylate and 0.3 g of AIBN, and the resulting solution was reacted at about 65° C. for about 10 hours. The reactants are COc1ccc2[nH]cc(CN(C)C)c2c1Cl, CI, N#C[K]. Product: COc1ccc2[nH]cc(CC#N)c2c1Cl. Reaction SMILES: [CH3:1][N:2]([CH3:3])[CH2:4][c:5]1[cH:6][nH:7][c:8]2[cH:9][cH:10][c:11]([O:15][CH3:16])[c:12]([Cl:14])[c:13]12.[CH3:20][I:21].[K:17][C:18]#[N:19]>>[CH2:4]([c:5]1[cH:6][nH:7][c:8]2[cH:9][cH:10][c:11]([O:15][CH3:16])[c:12]([Cl:14])[c:13]12)[C:18]#[N:19]. Reactants: CN(C)P(=O)(N(C)C)N(C)C, CN(C)C=O, Cl, [H-], [K+], O=[N+]([O-])c1cccc(CCl)c1, [Na+], [OH-]. Yields the product O=[N+]([O-])c1ccccc1. RXN SMILES: [CH3:17][N:18]([P:19]([N:20]([CH3:21])[CH3:22])([N:23]([CH3:24])[CH3:25])=[O:26])[CH3:27].[CH3:28][N:29]([CH3:30])[CH:31]=[O:32].[ClH:12].[H-:16].[K+:14].[N+:1](=[O:2])([O-:3])[c:4]1[cH:5][c:6]([CH2:7][Cl:8])[cH:9][cH:10][cH:11]1.[Na+:15].[OH-:13]>>[N+:1](=[O:2])([O-:3])[c:4]1[cH:5][cH:6][cH:9][cH:10][cH:11]1.